The task is: describe an organic reaction: reactants, conditions, products, and yield. This data is from the Open Reaction Database (ORD), a public repository of structured organic reaction records. Reactants: O1C=CC=2CNCC(C21)O (4,5,6,7-tetrahydrofuro[3,2-c]pyridin-7-ol), ClC=1C=C(C=CC1Cl)F (3,4-dichloro-1-fluorobenzene). Product: ClC=1C=C(C=CC1Cl)OC1C2=C(CNC1)C=CO2 (7-(3,4-Dichlorophenyloxy)-4,5,6,7-tetrahydrofuro[3,2-c]pyridine). RXN SMILES: [O:1]1[C:9]2[CH:8]([OH:10])[CH2:7][NH:6][CH2:5][C:4]=2[CH:3]=[CH:2]1.[Cl:11][C:12]1[CH:13]=[C:14](F)[CH:15]=[CH:16][C:17]=1[Cl:18]>>[Cl:11][C:12]1[CH:13]=[C:14]([O:10][CH:8]2[CH2:7][NH:6][CH2:5][C:4]3[CH:3]=[CH:2][O:1][C:9]2=3)[CH:15]=[CH:16][C:17]=1[Cl:18]. Procedure: The same method as in Example 1 was conducted using 4,5,6,7-tetrahydrofuro[3,2-c]pyridin-7-ol (Reference Example 33) instead of 6-methyl-4,5,6,7-tetrahydrothieno[2,3-c]pyridin-4-ol (Reference Example 6) and was conducted using 3,4-dichloro-1-fluorobenzene instead of 1-fluoronaphthalene to give the objective compound. The reactants are FC(C1=CC=C(C=C1)/C=C/C=1OC=C(N1)COC1=CC=C(C=C1)CCCCN1C(=NC=C1)CCN)(F)F (2-[1-[4-[4-[[2-[(E)-2-[4-(trifluoromethyl)phenyl]ethenyl]-1,3-oxazol-4-yl]methoxy]phenyl]butyl]-1H-imidazol-2-yl]ethylamine), CC(C)S(=O)(=O)Cl (2-propanesulfonyl chloride). Solvent: C(C)N(CC)CC (triethylamine). The product is FC(C1=CC=C(C=C1)/C=C/C=1OC=C(N1)COC1=CC=C(C=C1)CCCCN1C(=NC=C1)CCNS(=O)(=O)C(C)C)(F)F (N-[2-[1-[4-[4-[[2-[(E)-2-[4-(trifluoromethyl)phenyl]ethenyl]-1,3-oxazol-4-yl]methoxy]phenyl]butyl]-1H-imidazol-2-yl]ethyl]-2-propanesulfonamide). RXN SMILES: [F:1][C:2]([F:37])([F:36])[C:3]1[CH:8]=[CH:7][C:6](/[CH:9]=[CH:10]/[C:11]2[O:12][CH:13]=[C:14]([CH2:16][O:17][C:18]3[CH:23]=[CH:22][C:21]([CH2:24][CH2:25][CH2:26][CH2:27][N:28]4[CH:32]=[CH:31][N:30]=[C:29]4[CH2:33][CH2:34][NH2:35])=[CH:20][CH:19]=3)[N:15]=2)=[CH:5][CH:4]=1.[CH3:38][CH:39]([S:41](Cl)(=[O:43])=[O:42])[CH3:40]>C(N(CC)CC)C>[F:37][C:2]([F:36])([F:1])[C:3]1[CH:8]=[CH:7][C:6](/[CH:9]=[CH:10]/[C:11]2[O:12][CH:13]=[C:14]([CH2:16][O:17][C:18]3[CH:23]=[CH:22][C:21]([CH2:24][CH2:25][CH2:26][CH2:27][N:28]4[CH:32]=[CH:31][N:30]=[C:29]4[CH2:33][CH2:34][NH:35][S:41]([CH:39]([CH3:40])[CH3:38])(=[O:43])=[O:42])=[CH:20][CH:19]=3)[N:15]=2)=[CH:5][CH:4]=1. Reported procedure: Using 2-[1-[4-[4-[[2-[(E)-2-[4-(trifluoromethyl)phenyl]ethenyl]-1,3-oxazol-4-yl]methoxy]phenyl]butyl]-1H-imidazol-2-yl]ethylamine (248 mg), triethylamine (135 μl) and 2-propanesulfonyl chloride (65.5 μl), the same reaction as Example 31 was carried out to yield the titled compound (55 mg) as colorless needle crystals. Reactants: BrCc1ccccc1Br, O=C([O-])[O-], [Cs+], [Cs+], Nc1nccn2c(C3CCC3)nc(-c3cccc(O)c3)c12, CN(C)C=O. Yields the product Nc1nccn2c(C3CCC3)nc(-c3cccc(OCc4ccccc4Br)c3)c12. As a reaction SMILES: [Br:28][c:29]1[c:30]([CH2:31][Br:32])[cH:33][cH:34][cH:35][cH:36]1.[C:22](=[O:23])([O-:24])[O-:25].[Cs+:26].[Cs+:27].[NH2:1][c:2]1[c:3]2[n:4]([cH:5][cH:6][n:7]1)[c:8]([CH:18]1[CH2:19][CH2:20][CH2:21]1)[n:9][c:10]2-[c:11]1[cH:12][c:13]([OH:17])[cH:14][cH:15][cH:16]1.[O:37]=[CH:38][N:39]([CH3:40])[CH3:41]>>[NH2:1][c:2]1[c:3]2[n:4]([cH:5][cH:6][n:7]1)[c:8]([CH:18]1[CH2:19][CH2:20][CH2:21]1)[n:9][c:10]2-[c:11]1[cH:12][c:13]([O:17][CH2:31][c:30]2[c:29]([Br:28])[cH:36][cH:35][cH:34][cH:33]2)[cH:14][cH:15][cH:16]1. Starting materials: CN(Cc1ccc(C(C)(C)C)cc1)Cc1cccc(Br)c1, [Li]CCCC, CCCCCC, CN(C)C=O, CC(C)=O, [Cl-], [NH4+], C1CCOC1. The product is CN(Cc1ccc(C(C)(C)C)cc1)Cc1cccc(C=O)c1. Reaction SMILES: [C:1]([CH3:2])([CH3:3])([CH3:4])[c:5]1[cH:6][cH:7][c:8]([CH2:9][N:10]([CH3:11])[CH2:12][c:13]2[cH:14][c:15]([Br:19])[cH:16][cH:17][cH:18]2)[cH:20][cH:21]1.[CH2:22]([Li:23])[CH2:24][CH2:25][CH3:26].[CH3:27][CH2:28][CH2:29][CH2:30][CH2:31][CH3:32].[CH3:33][N:34]([CH:35]=[O:36])[CH3:37].[CH3:45][C:46](=[O:47])[CH3:48].[Cl-:38].[NH4+:39].[O:40]1[CH2:41][CH2:42][CH2:43][CH2:44]1>>[C:1]([CH3:2])([CH3:3])([CH3:4])[c:5]1[cH:6][cH:7][c:8]([CH2:9][N:10]([CH3:11])[CH2:12][c:13]2[cH:14][c:15]([CH:35]=[O:36])[cH:16][cH:17][cH:18]2)[cH:20][cH:21]1. Starting materials: ClC1=C(C(=O)O)C=CC(=N1)Cl (2,6-dichloronicotinic acid), C(C(=O)Cl)(=O)Cl (oxalyl chloride). The reagents and catalysts are CN(C=O)C (dimethylformamide). Run in ClCCl (dichloromethane). Product: ClC1=C(CCl)C=CC(=N1)Cl (2,6-dichloronicotinyl chloride). Isolated yield 113.1%. As a reaction SMILES: [Cl:1][C:2]1[N:10]=[C:9]([Cl:11])[CH:8]=[CH:7][C:3]=1[C:4](O)=O.C(Cl)(=O)C([Cl:15])=O>CN(C)C=O.ClCCl>[Cl:1][C:2]1[N:10]=[C:9]([Cl:11])[CH:8]=[CH:7][C:3]=1[CH2:4][Cl:15]. Reported procedure: A solution of 2,6-dichloronicotinic acid (3.84 g), oxalyl chloride (2.0 g), and 1 drop of dimethylformamide in dichloromethane (25 ml), was stirred at room temperature for 18 hours. The solution was concentrated in vacuo to give 3.50 g of 2,6-dichloronicotinyl chloride which was added portionwise in dichloromethane (25 ml) to an ice cooled solution of 10,11-dihydro-5H-pyrrolo[2,1-c][1,4]-benzodiazepine (2.15 g) and diisopropylethylamine (2.03 g) in dichloromethane (50 ml). The mixture was stirre... Reactants: C(C)C(C(=O)O)(CC(=O)O)CC (2,2-diethylsuccinic acid). The solvent is C(C)(=O)Cl (acetyl chloride). Product: C(C)C1(C(=O)OC(C1)=O)CC (2,2-diethylsuccinic anhydride). As a reaction SMILES: [CH2:1]([C:3]([CH2:11][CH3:12])([CH2:7][C:8]([OH:10])=[O:9])[C:4](O)=[O:5])[CH3:2]>C(Cl)(=O)C>[CH2:1]([C:3]1([CH2:11][CH3:12])[CH2:7][C:8](=[O:10])[O:9][C:4]1=[O:5])[CH3:2]. Procedure: A mixture of 3.5 g (20 mol) of 2,2-diethylsuccinic acid and 10 ml of acetyl chloride was heated under reflux for 2 hr, cooled, concentrated in vacuo, and reconcentrated three times after the addition of toluene. The residue was used without further purification. Starting materials: CC1=CC=C(C=C1)S(=O)C1=CC=C(C=C1)C (bis(4-methylphenyl)sulfoxide), ClC1=CC=C(C=C1)C (4-chlorotoluene). Run in O (water). Product: [Cl-].CC1=CC=C(C=C1)[S+](C1=CC=C(C=C1)C)C1=CC=C(C=C1)C (tris(4-methylphenyl)sulfonium chloride). RXN SMILES: [CH3:1][C:2]1[CH:7]=[CH:6][C:5]([S:8]([C:10]2[CH:15]=[CH:14][C:13]([CH3:16])=[CH:12][CH:11]=2)=O)=[CH:4][CH:3]=1.[Cl:17][C:18]1[CH:23]=[CH:22][C:21]([CH3:24])=[CH:20][CH:19]=1>O>[Cl-:17].[CH3:1][C:2]1[CH:7]=[CH:6][C:5]([S+:8]([C:18]2[CH:23]=[CH:22][C:21]([CH3:24])=[CH:20][CH:19]=2)[C:10]2[CH:15]=[CH:14][C:13]([CH3:16])=[CH:12][CH:11]=2)=[CH:4][CH:3]=1 |f:3.4|. Procedure details: The target compound was obtained by following the procedure of Synthesis Example 1 aside from using bis(4-methylphenyl)sulfoxide instead of the diphenyl sulfoxide and 4-chlorotoluene instead of the chlorobenzene in Synthesis Example 1, and increasing the amount of water for extraction. Yield: 88.4%. Run in CCOC(=O)C (EtOAc). As a reaction SMILES: [CH3:1][O:2][C:3]([C:5]1[CH:10]=[CH:9][C:8]([N:11]2[CH2:16][CH2:15][CH2:14][CH2:13][CH:12]2[C:17](OC)=[O:18])=[C:7]([N+:21]([O-])=O)[CH:6]=1)=[O:4].Cl>CCOC(C)=O.[Zn]>[O:18]=[C:17]1[NH:21][C:7]2[CH:6]=[C:5]([C:3]([O:2][CH3:1])=[O:4])[CH:10]=[CH:9][C:8]=2[N:11]2[CH2:16][CH2:15][CH2:14][CH2:13][CH:12]12. Procedure details: Methyl 1-(4-(methoxycarbonyl)-2-nitrophenyl)piperidine-2-carboxylate (1.3 g, 4.0 mmole) was dissolved in EtOAc (20 mL) and 1N HCl (20 mL) and to the solution was added Zinc (0.80 g). The reaction mixture was reflux overnight then cooled to room temperature. The organic layer was washed with water and dried over anhydrous magnesium sulfate. After filtration, the solvent was removed to give Methyl 6,6a,7,8,9,10-hexahydro-6-oxo-5H-pyrido[1,2-a]quinoxaline-3-carboxylate (0.92 g, 88%). Product: O=C1C2N(C=3C=CC(=CC3N1)C(=O)OC)CCCC2 (Methyl 6,6a,7,8,9,10-hexahydro-6-oxo-5H-pyrido[1,2-a]quinoxaline-3-carboxylate). The reactants are COC(=O)C1=CC(=C(C=C1)N1C(CCCC1)C(=O)OC)[N+](=O)[O-] (Methyl 1-(4-(methoxycarbonyl)-2-nitrophenyl)piperidine-2-carboxylate), Cl (HCl). The reagents and catalysts are [Zn] (Zinc).